This data is from the Open Reaction Database (ORD), a public repository of structured organic reaction records. The task is: describe an organic reaction: reactants, conditions, products, and yield Reactants: residue, Cl.[NH+]1=CC=CC=C1 (pyridinium hydrochloride), CCOC(=O)/N=N/C(=O)OCC (DEAD), C(C)(C)(C)OC(=O)N1CCN(CC1)C=1C(=NC=CN1)OCCO (2-[3-(4-tert-butoxycarbonyl-1-piperazinyl)-2-pyrazinyloxy]ethanol), C(C)(=O)C=1OC2=C(C1)C=CC=C2O (2-acetyl-7-hydroxybenzofuran), C1=CC=C(C=C1)P(C2=CC=CC=C2)C3=CC=CC=C3 (PPh3). Solvent: CO (MeOH), O (water), C1CCOC1 (THF). Run at time 30 minute. Yields the product Cl.N1(CCNCC1)C=1C(=NC=CN1)OCCOC1=CC=CC=2C=C(OC21)C(C)=O (1-[7-(2-{[3-(1-Piperazinyl)-2-pyrazinyl]oxy}ethoxy)-1-benzofuran-2-yl]-1-ethanone, Hydrochloride). Isolated yield 99.2%. As a reaction SMILES: CCOC(/N=N/C(OCC)=O)=O.C(OC([N:20]1[CH2:25][CH2:24][N:23]([C:26]2[C:27]([O:32][CH2:33][CH2:34][OH:35])=[N:28][CH:29]=[CH:30][N:31]=2)[CH2:22][CH2:21]1)=O)(C)(C)C.[C:36]([C:39]1[O:40][C:41]2[C:47](O)=[CH:46][CH:45]=[CH:44][C:42]=2[CH:43]=1)(=[O:38])[CH3:37].C1C=CC(P(C2C=CC=CC=2)C2C=CC=CC=2)=CC=1.[ClH:68].[NH+]1C=CC=CC=1>C1COCC1.CO.O>[ClH:68].[N:23]1([C:26]2[C:27]([O:32][CH2:33][CH2:34][O:35][C:47]3[C:41]4[O:40][C:39]([C:36](=[O:38])[CH3:37])=[CH:43][C:42]=4[CH:44]=[CH:45][CH:46]=3)=[N:28][CH:29]=[CH:30][N:31]=2)[CH2:22][CH2:21][NH:20][CH2:25][CH2:24]1 |f:4.5,9.10|. Procedure details: DEAD (0.787 mL, 5.00 mmol) was added to a stirred solution of 2-[3-(4-tert-butoxycarbonyl-1-piperazinyl)-2-pyrazinyloxy]ethanol (1.50 g, 4.63 mmol; prepared in Example 52, Step 2), 2-acetyl-7-hydroxybenzofuran (0.88 g, 5.0 mmol) and PPh3 (1.31 g, 5 0 mmol) in THF (3 mL) under gentle heating. After being stirred for 30 min at room temperature, the reaction mixture was poured into water, extracted with EtOAc, dried (MgSO 4) and concentrated The residue was purified b column chromatography on silic... Reactants: C(CCCC)C1=CC=C(C=C1)S(=O)(=O)[O-].[K+] (potassium 4-n-pentylbenzene sulfonate), P(=O)(Cl)(Cl)Cl (phosphoryl chloride). Solvent: O (water). Run at temperature 170 celsius, time 1 hour. The product is C(CCCC)C1=CC=C(C=C1)S(=O)(=O)Cl (4-n-pentylbenzenesulfonyl chloride). The yield is 86.4%. As a reaction SMILES: [CH2:1]([C:6]1[CH:11]=[CH:10][C:9]([S:12]([O-:15])(=O)=[O:13])=[CH:8][CH:7]=1)[CH2:2][CH2:3][CH2:4][CH3:5].[K+].P(Cl)(Cl)([Cl:19])=O>O>[CH2:1]([C:6]1[CH:11]=[CH:10][C:9]([S:12]([Cl:19])(=[O:15])=[O:13])=[CH:8][CH:7]=1)[CH2:2][CH2:3][CH2:4][CH3:5] |f:0.1|. Reported procedure: A mixture of potassium 4-n-pentylbenzene sulfonate (65 g, 0.243 m) and phosphoryl chloride (75 g, 0.492 m) was heated to approximately 170° C. with stirring until the reaction mixture became less viscous. Heating continued for approximately one hour. The hot reaction mixture was poured into cold water (1600 ml) and the reaction product was extracted with chloroform (2×600 ml). The extract was washed with water until it was neutralized and dried over anhydrous sodium sulfate. The solvent (chlorof... Procedure details: Prepared from 6-amino-4,4-diethyl-1-methyl-1,4-dihydro-2H-3,1-benzoxazin-2-one and 3,5-difluorophenylboronic acid according to the coupling procedure described in example 1. 1H NMR (DMSO-d6): δ 8.58 (s, 1H), 7.17 (dd, J=8.7, 2.5 Hz, 1H), 7.07 (d, J=8.7 Hz, 1H), 6.95 (d, J=2.3 Hz, 1H), 6.51 (s, 1H), 6.49 (m, 2H), 3.28 (s, 3H), 1.99 (m, 4H), 0.81 (t, J=7.4 Hz, 6H). MS (ESI) m/z 347 ([M+H]+); MS (ESI) m/z 345 ([M−H]−); Anal. calcd for C19H20F2N2O2: C, 65.88; H, 5.82; N, 8.09. Found: C, 64.99; H, 5.... Product: FC=1C=C(C=C(C1)F)NC=1C=CC2=C(C(OC(N2C)=O)(CC)CC)C1 (6-[(3,5-difluorophenyl)amino]-4,4-diethyl-1-methyl-1,4-dihydro-2H-3,1-benzoxazin-2-one). As a reaction SMILES: [NH2:1][C:2]1[CH:3]=[CH:4][C:5]2[N:10]([CH3:11])[C:9](=[O:12])[O:8][C:7]([CH2:15][CH3:16])([CH2:13][CH3:14])[C:6]=2[CH:17]=1.[F:18][C:19]1[CH:20]=[C:21](B(O)O)[CH:22]=[C:23]([F:25])[CH:24]=1>>[F:18][C:19]1[CH:20]=[C:21]([NH:1][C:2]2[CH:3]=[CH:4][C:5]3[N:10]([CH3:11])[C:9](=[O:12])[O:8][C:7]([CH2:15][CH3:16])([CH2:13][CH3:14])[C:6]=3[CH:17]=2)[CH:22]=[C:23]([F:25])[CH:24]=1. Reactants: NC=1C=CC2=C(C(OC(N2C)=O)(CC)CC)C1 (6-amino-4,4-diethyl-1-methyl-1,4-dihydro-2H-3,1-benzoxazin-2-one), FC=1C=C(C=C(C1)F)B(O)O (3,5-difluorophenylboronic acid). The reactants are COc1cccc(Br)n1, [Li]CCCC, C1CCOC1, CCCCCC, [Cl-], [NH4+], CON(C)C(=O)c1sc(NC(=O)c2ccncc2)nc1-c1ccco1. The product is COc1cccc(C(=O)c2sc(NC(=O)c3ccncc3)nc2-c2ccco2)n1. RXN SMILES: [Br:1][c:2]1[n:3][c:4]([O:8][CH3:9])[cH:5][cH:6][cH:7]1.[CH2:10]([Li:11])[CH2:12][CH2:13][CH3:14].[CH2:48]1[O:49][CH2:50][CH2:51][CH2:52]1.[CH3:15][CH2:16][CH2:17][CH2:18][CH2:19][CH3:20].[Cl-:46].[NH4+:47].[o:21]1[c:22](-[c:26]2[n:27][c:28]([NH:37][C:38](=[O:39])[c:40]3[cH:41][cH:42][n:43][cH:44][cH:45]3)[s:29][c:30]2[C:31]([N:32]([O:33][CH3:34])[CH3:35])=[O:36])[cH:23][cH:24][cH:25]1>>[c:2]1([C:31]([c:30]2[c:26](-[c:22]3[o:21][cH:25][cH:24][cH:23]3)[n:27][c:28]([NH:37][C:38](=[O:39])[c:40]3[cH:41][cH:42][n:43][cH:44][cH:45]3)[s:29]2)=[O:36])[n:3][c:4]([O:8][CH3:9])[cH:5][cH:6][cH:7]1.